Dataset: the Open Reaction Database (ORD), a public repository of structured organic reaction records. Task: describe an organic reaction: reactants, conditions, products, and yield Starting materials: COc1ccc(CN)cc1, CC(C)O, CCN(C(C)C)C(C)C, N#Cc1cccnc1Cl. Yields the product COc1ccc(CNc2ncccc2C#N)cc1. RXN SMILES: [CH3:10][O:11][c:12]1[cH:13][cH:14][c:15]([CH2:16][NH2:17])[cH:18][cH:19]1.[CH3:29][CH:30]([OH:31])[CH3:32].[CH:20]([N:21]([CH2:22][CH3:23])[CH:24]([CH3:25])[CH3:26])([CH3:27])[CH3:28].[Cl:1][c:2]1[c:3]([C:4]#[N:5])[cH:6][cH:7][cH:8][n:9]1>>[c:2]1([NH:17][CH2:16][c:15]2[cH:14][cH:13][c:12]([O:11][CH3:10])[cH:19][cH:18]2)[c:3]([C:4]#[N:5])[cH:6][cH:7][cH:8][n:9]1. RXN SMILES: [BH:1]([OH:2])[OH:3].[Br:10][c:11]1[cH:12][c:13]2[c:14]([CH2:20][CH2:21][NH:22][C:23](=[O:24])[c:25]3[n:26][o:27][c:28]([CH2:30][c:31]4[c:32]([F:38])[cH:33][cH:34][c:35]([F:37])[cH:36]4)[cH:29]3)[cH:15][nH:16][c:17]2[cH:18][cH:19]1.[CH3:45][O:46][CH2:47][CH2:48][O:49][CH3:50].[Na+:39].[Na+:40].[O-:41][C:42](=[O:43])[O-:44].[OH2:51].[cH:4]1[cH:5][cH:6][cH:7][cH:8][cH:9]1.[cH:52]1[cH:53][cH:54][c:55]([P:56]([Pd:57]([P:58]([c:59]2[cH:60][cH:61][cH:62][cH:63][cH:64]2)([c:65]2[cH:66][cH:67][cH:68][cH:69][cH:70]2)[c:71]2[cH:72][cH:73][cH:74][cH:75][cH:76]2)([P:77]([c:78]2[cH:79][cH:80][cH:81][cH:82][cH:83]2)([c:84]2[cH:85][cH:86][cH:87][cH:88][cH:89]2)[c:90]2[cH:91][cH:92][cH:93][cH:94][cH:95]2)[P:96]([c:97]2[cH:98][cH:99][cH:100][cH:101][cH:102]2)([c:103]2[cH:104][cH:105][cH:106][cH:107][cH:108]2)[c:109]2[cH:110][cH:111][cH:112][cH:113][cH:114]2)([c:115]2[cH:116][cH:117][cH:118][cH:119][cH:120]2)[c:121]2[cH:122][cH:123][cH:124][cH:125][cH:126]2)[cH:127][cH:128]1>>[c:4]1(-[c:11]2[cH:12][c:13]3[c:14]([CH2:20][CH2:21][NH:22][C:23](=[O:24])[c:25]4[n:26][o:27][c:28]([CH2:30][c:31]5[c:32]([F:38])[cH:33][cH:34][c:35]([F:37])[cH:36]5)[cH:29]4)[cH:15][nH:16][c:17]3[cH:18][cH:19]2)[cH:5][cH:6][cH:7][cH:8][cH:9]1. Starting materials: OBO, O=C(NCCc1c[nH]c2ccc(Br)cc12)c1cc(Cc2cc(F)ccc2F)on1, COCCOC, [Na+], [Na+], O=C([O-])[O-], O, c1ccccc1, c1ccc(P(c2ccccc2)(c2ccccc2)[Pd](P(c2ccccc2)(c2ccccc2)c2ccccc2)(P(c2ccccc2)(c2ccccc2)c2ccccc2)P(c2ccccc2)(c2ccccc2)c2ccccc2)cc1. Product: O=C(NCCc1c[nH]c2ccc(-c3ccccc3)cc12)c1cc(Cc2cc(F)ccc2F)on1. Reactants: CCC1CCC(NC(=O)C2CC2COS(C)(=O)=O)CC1, Clc1ccc(N2CCNCC2)cc1, Clc1cccc(N2CCNCC2)c1, Cl, Cl. Product: CCC1CCC(NC(=O)C2CC2CN2CCN(c3ccc(Cl)cc3)CC2)CC1. As a reaction SMILES: [CH2:1]([CH3:2])[CH:3]1[CH2:4][CH2:5][CH:6]([NH:9][C:10](=[O:11])[CH:12]2[CH:13]([CH2:15][O:16][S:17]([CH3:18])(=[O:19])=[O:20])[CH2:14]2)[CH2:7][CH2:8]1.[Cl:22][c:23]1[cH:24][cH:25][c:26]([N:29]2[CH2:30][CH2:31][NH:32][CH2:33][CH2:34]2)[cH:27][cH:28]1.[Cl:36][c:37]1[cH:38][c:39]([N:40]2[CH2:41][CH2:42][NH:43][CH2:44][CH2:45]2)[cH:46][cH:47][cH:48]1.[ClH:21].[ClH:35]>>[CH2:1]([CH3:2])[CH:3]1[CH2:4][CH2:5][CH:6]([NH:9][C:10](=[O:11])[CH:12]2[CH:13]([CH2:15][N:32]3[CH2:31][CH2:30][N:29]([c:26]4[cH:25][cH:24][c:23]([Cl:22])[cH:28][cH:27]4)[CH2:34][CH2:33]3)[CH2:14]2)[CH2:7][CH2:8]1. Reactants: cupric chloride dihydrate, COCCOC (1,2-dimethoxyethane), C1OC=2C=C(C=CC2O1)CC(SC)S(=O)C (methyl 2-(3,4-methylenedioxyphenyl)-1-methylthioethyl sulfoxide). The product is C1OC=2C=C(C=CC2O1)CC=O ((3,4-methylenedioxyphenyl)acetaldehyde). The yield is 45.0%. Reaction SMILES: [CH2:1]1[O:9][C:8]2[CH:7]=[CH:6][C:5]([CH2:10][CH:11](S(C)=O)SC)=[CH:4][C:3]=2[O:2]1.C[O:18]CCOC>>[CH2:1]1[O:9][C:8]2[CH:7]=[CH:6][C:5]([CH2:10][CH:11]=[O:18])=[CH:4][C:3]=2[O:2]1. Procedure: 2.08 g of methyl 2-(3,4-methylenedioxyphenyl)-1-methylthioethyl sulfoxide was dissolved in 20 ml. of 1,2-dimethoxyethane, and with the addition of 1.71 g of cupric chloride dihydrate, the solution was refluxed for 15 minutes. The solvent was removed by evaporation at reduced pressure, and 50 ml. of methylene chloride was added. The insoluble water was removed by filtration. The filtrate was concentrated at reduced pressure, and subjected to column chromatography (silica gel, benzene) to give 722... The reactants are S(O)(O)(=O)=O (sulphuric acid), ClC=1C(=C(C=CC1)NC1=NC=NC2=CC(=C(C=C12)OC1CCC2(OCCO2)CC1)OC)F (4-[(3-chloro-2-fluoro-phenyl)amino]-6-(1,4-dioxa-spiro[4.5]decan-8-yl-oxy)-7-methoxy-quinazoline), [OH-].[Na+] (sodium hydroxide). The solvent is O1CCCC1 (tetrahydrofuran). Reaction conditions: time 18 hour. Yields the product ClC=1C(=C(C=CC1)NC1=NC=NC2=CC(=C(C=C12)OC1CCC(CC1)=O)OC)F (4-[(3-chloro-2-fluoro-phenyl)amino]-6-(4-oxo-cyclohexyloxy)-7-methoxy-quinazoline). Reaction SMILES: S(=O)(=O)(O)O.[Cl:6][C:7]1[C:8]([F:37])=[C:9]([NH:13][C:14]2[C:23]3[C:18](=[CH:19][C:20]([O:35][CH3:36])=[C:21]([O:24][CH:25]4[CH2:34][CH2:33][C:28]5(OCC[O:29]5)[CH2:27][CH2:26]4)[CH:22]=3)[N:17]=[CH:16][N:15]=2)[CH:10]=[CH:11][CH:12]=1.[OH-].[Na+]>O1CCCC1>[Cl:6][C:7]1[C:8]([F:37])=[C:9]([NH:13][C:14]2[C:23]3[C:18](=[CH:19][C:20]([O:35][CH3:36])=[C:21]([O:24][CH:25]4[CH2:34][CH2:33][C:28](=[O:29])[CH2:27][CH2:26]4)[CH:22]=3)[N:17]=[CH:16][N:15]=2)[CH:10]=[CH:11][CH:12]=1 |f:2.3|. Reported procedure: 25 ml of 4M sulphuric acid are added to 9.0 g 4-[(3-chloro-2-fluoro-phenyl)amino]-6-(1,4-dioxa-spiro[4.5]decan-8-yl-oxy)-7-methoxy-quinazoline in 110 ml of tetrahydrofuran and the mixture is stirred for 18 hours at ambient temperature. The mixture is made alkaline with 4M sodium hydroxide solution and extracted several times with ethyl acetate. The combined organic phases are dried, evaporated down and stirred with diethyl ether. The solid is suction filtered and dried. The reactants are N[C@@H](CC1=CC=CC=C1)C(=O)N[C@@H](CC(C)C)C(=O)OC(C)(C)C (H-Phe-Leu-OBut), N(CC(=O)O)C(=O)OCC1=CC=CC=C1 (Z-Gly-OH), ClC(=O)OCC (ethyl chloroformate), CN1CCOCC1 (N-methylmorpholine). The solvent is CN(C)C=O (DMF), CN(C)C=O (DMF). Reaction conditions: temperature -10 celsius, time 3 minute. The product is N(CC(=O)N[C@@H](CC1=CC=CC=C1)C(=O)N[C@@H](CC(C)C)C(=O)OC(C)(C)C)C(=O)OCC1=CC=CC=C1 (Z-Gly-Phe-Leu-OBut). As a reaction SMILES: [NH:1]([C:6]([O:8][CH2:9][C:10]1[CH:15]=[CH:14][CH:13]=[CH:12][CH:11]=1)=[O:7])[CH2:2][C:3]([OH:5])=O.CN1CCOCC1.ClC(OCC)=O.[NH2:29][C@H:30]([C:38]([NH:40][C@H:41]([C:46]([O:48][C:49]([CH3:52])([CH3:51])[CH3:50])=[O:47])[CH2:42][CH:43]([CH3:45])[CH3:44])=[O:39])[CH2:31][C:32]1[CH:37]=[CH:36][CH:35]=[CH:34][CH:33]=1>CN(C=O)C>[NH:1]([C:6]([O:8][CH2:9][C:10]1[CH:15]=[CH:14][CH:13]=[CH:12][CH:11]=1)=[O:7])[CH2:2][C:3]([NH:29][C@H:30]([C:38]([NH:40][C@H:41]([C:46]([O:48][C:49]([CH3:51])([CH3:50])[CH3:52])=[O:47])[CH2:42][CH:43]([CH3:45])[CH3:44])=[O:39])[CH2:31][C:32]1[CH:37]=[CH:36][CH:35]=[CH:34][CH:33]=1)=[O:5]. Procedure details: Z-Gly-OH (25.2 g., 132 mM) was dissolved in DMF (300 ml.) and the solution was cooled to -10° C. N-methylmorpholine (14.8 ml., 132 mM) was added, followed by ethyl chloroformate (12.1 ml., 126 mM). After 3 minutes at -10° C., a solution of H-Phe-Leu-OBut (40.1 g., 120 mM) in DMF (100 ml.) was added, and the mixture was stirred at 0° C. overnight. The solvent was evaporated and the residue was dissolved in ethyl acetate (600 ml.) and washed successively with water (2×60 ml.), 2 N-aqueous potassiu...